This data is from the Open Reaction Database (ORD), a public repository of structured organic reaction records. The task is: describe an organic reaction: reactants, conditions, products, and yield The reactants are C([O-])([O-])=O.[K+].[K+] (potassium carbonate), BrCC1=NC2=CC=CC=C2N=C1 (2-(bromomethyl)quinoxaline), CC1=CC(=NC(=N1)S)O (6-methyl-2-sulfanylpyrimidin-4-ol). Solvent: CN(C)C=O (DMF), CN(C)C=O (DMF). Product: CC1=CC(=NC(=N1)SCC1=NC2=CC=CC=C2N=C1)O (6-methyl-2-[(quinoxalin-2-ylmethyl)sulfanyl]pyrimidin-4-ol). The yield is 75.1%. RXN SMILES: [CH3:1][C:2]1[N:7]=[C:6]([SH:8])[N:5]=[C:4]([OH:9])[CH:3]=1.C(=O)([O-])[O-].[K+].[K+].Br[CH2:17][C:18]1[CH:27]=[N:26][C:25]2[C:20](=[CH:21][CH:22]=[CH:23][CH:24]=2)[N:19]=1>CN(C=O)C>[CH3:1][C:2]1[N:7]=[C:6]([S:8][CH2:17][C:18]2[CH:27]=[N:26][C:25]3[C:20](=[CH:21][CH:22]=[CH:23][CH:24]=3)[N:19]=2)[N:5]=[C:4]([OH:9])[CH:3]=1 |f:1.2.3|. Procedure: 6-methyl-2-sulfanylpyrimidin-4-ol (245 mg, 1.7 mmol) was dissolved in anhydrous DMF (10 mL), and then were added potassium carbonate (357 mg, 2.6 mmol) and 2-(bromomethyl)quinoxaline (500 mg, 2.2 mmol) in anhydrous DMF (5 mL). The mixture was stirred over a weekend at room temperature. The solvent was removed by evaporation, and the residue was dissolved in DCM and purified on silica gel using 10% DCM/MeOH to afford 6-methyl-2-[(quinoxalin-2-ylmethyl)sulfanyl]pyrimidin-4-ol (363 mg, 57% yield); ... Reactants: NC=1C=CC(=NC1I)C(F)(F)F (5-amino-6-iodo-2-(trifluoromethyl)pyridine), CN(C)C=O (DMF). The reagents and catalysts are [C-]#N.[Zn+2].[C-]#N (zinc cyanide), C=1C=CC(=CC1)[P](C=2C=CC=CC2)(C=3C=CC=CC3)[Pd]([P](C=4C=CC=CC4)(C=5C=CC=CC5)C=6C=CC=CC6)([P](C=7C=CC=CC7)(C=8C=CC=CC8)C=9C=CC=CC9)[P](C=1C=CC=CC1)(C=1C=CC=CC1)C=1C=CC=CC1 (Pd(PPh3)4). Conditions: temperature 100 celsius, time 5 minute. Product: NC=1C=CC(=NC1C#N)C(F)(F)F (5-Amino-6-cyano-2-(trifluoromethyl)pyridine). Isolated yield 86.3%. RXN SMILES: [NH2:1][C:2]1[CH:3]=[CH:4][C:5]([C:9]([F:12])([F:11])[F:10])=[N:6][C:7]=1I.[CH3:13][N:14](C=O)C>[C-]#N.[Zn+2].[C-]#N.C1C=CC([P]([Pd]([P](C2C=CC=CC=2)(C2C=CC=CC=2)C2C=CC=CC=2)([P](C2C=CC=CC=2)(C2C=CC=CC=2)C2C=CC=CC=2)[P](C2C=CC=CC=2)(C2C=CC=CC=2)C2C=CC=CC=2)(C2C=CC=CC=2)C2C=CC=CC=2)=CC=1>[NH2:1][C:2]1[CH:3]=[CH:4][C:5]([C:9]([F:12])([F:11])[F:10])=[N:6][C:7]=1[C:13]#[N:14] |f:2.3.4,^1:26,28,47,66|. Procedure details: 12.5 g (0.434 mol, 1 eq) of 5-amino-6-iodo-2-(trifluoromethyl)pyridine was dissolved in 125 mL of dry DMF and degasified with nitrogen for 5 min. 6.1 g (0.519 mol, 1.2 eq) of zinc cyanide and 5 g (0.1 eq) of Pd(PPh3)4 were added and heated at 100° C. for over night. The reaction mixture was quenched with water and extracted with ethyl acetate. The organic layer was washed with brine and concentrated. The crude product obtained was purified by 60-120 silica gel using 15% of ethyl acetate in pet e...